Dataset: the Open Reaction Database (ORD), a public repository of structured organic reaction records. Task: describe an organic reaction: reactants, conditions, products, and yield Starting materials: NC1=C(C(=O)NC)C=C(C=C1)O (2-amino-5-hydroxy-N-methylbenzamide), NC1=C(C(=O)NC)C=C(C=C1)O (2-amino-5-hydroxy-N-methylbenzamide), ClC=1C=C(C=O)C=CC1 (3-chlorobenzaldehyde), C(C)(=O)O (acetic acid). The reagents and catalysts are [O-2].[Mn+4].[O-2] (manganese (iv) oxide). Run in C(C)O (ethanol). Product: ClC=1C=C(C=CC1)C1=NC2=CC=C(C=C2C(N1C)=O)O (2-(3-chlorophenyl)-6-hydroxy-3-methylquinazolin-4(3H)-one). As a reaction SMILES: [NH2:1][C:2]1[CH:11]=[CH:10][C:9]([OH:12])=[CH:8][C:3]=1[C:4]([NH:6][CH3:7])=[O:5].[Cl:13][C:14]1[CH:15]=[C:16]([CH:19]=[CH:20][CH:21]=1)C=O.[C:22](O)(=O)C>C(O)C.[O-2].[Mn+4].[O-2]>[Cl:13][C:14]1[CH:21]=[C:20]([C:7]2[N:6]([CH3:22])[C:4](=[O:5])[C:3]3[C:2](=[CH:11][CH:10]=[C:9]([OH:12])[CH:8]=3)[N:1]=2)[CH:19]=[CH:16][CH:15]=1 |f:4.5.6|. Procedure: To a solution of 2-amino-5-hydroxy-N-methylbenzamide (Intermediate 32A) (280 mg, 1.68 mmol) and 3-chlorobenzaldehyde (0.23 mL, 2.02 mmol) in ethanol (10 mL) was added a catalytic amount of acetic acid (0.07 mL) and the mixture heated under reflux for 23 h. The reaction was cooled before manganese (iv) oxide (225 mg, 1.68 mmol) was added and the reaction heated under reflux until complete by Ic/ms. On cooling the reaction was filtered and the filtrate evaporated to dryness to afford 2-(3-chloroph...